Dataset: the Open Reaction Database (ORD), a public repository of structured organic reaction records. Task: describe an organic reaction: reactants, conditions, products, and yield Starting materials: C, COc1cc2ncnc(-c3nnnn3Cc3cccc([N+](=O)[O-])c3)c2cc1OC, [H][H], CN(C)C=O, [Pd]. The product is COc1cc2ncnc(-c3nnnn3Cc3cccc(N)c3)c2cc1OC. Reaction SMILES: [C:32].[CH3:1][O:2][c:3]1[cH:4][c:5]2[c:6](-[c:15]3[n:16][n:17][n:18][n:19]3[CH2:20][c:21]3[cH:22][c:23]([N+:27]([O-:28])=[O:29])[cH:24][cH:25][cH:26]3)[n:7][cH:8][n:9][c:10]2[cH:11][c:12]1[O:13][CH3:14].[H:30][H:31].[O:34]=[CH:35][N:36]([CH3:37])[CH3:38].[Pd:33]>>[CH3:1][O:2][c:3]1[cH:4][c:5]2[c:6](-[c:15]3[n:16][n:17][n:18][n:19]3[CH2:20][c:21]3[cH:22][c:23]([NH2:27])[cH:24][cH:25][cH:26]3)[n:7][cH:8][n:9][c:10]2[cH:11][c:12]1[O:13][CH3:14]. Starting materials: ClC=1C=[N+](C=2CCCC2C1)[O-] (3-chloro-6,7-dihydro-5H-[1]pyrindine 1-oxide), C(C)(=O)OC(C)=O (acetic acid anhydride). The product is ClC=1C=NC=2C(CCC2C1)OC(C)=O (acetic acid 3-chloro-6,7-dihydro-5H-[1]pyrindin-7-yl ester), liquid. Yield: 61.0%. As a reaction SMILES: [Cl:1][C:2]1[CH:3]=[N+:4]([O-])[C:5]2[CH2:6][CH2:7][CH2:8][C:9]=2[CH:10]=1.[C:12]([O:15]C(=O)C)(=[O:14])[CH3:13]>>[Cl:1][C:2]1[CH:3]=[N:4][C:5]2[CH:6]([O:15][C:12](=[O:14])[CH3:13])[CH2:7][CH2:8][C:9]=2[CH:10]=1. Reported procedure: A solution of 3-chloro-6,7-dihydro-5H-[1]pyrindine 1-oxide (2.07 g, 12.2 mmol) in acetic acid anhydride (62.2 ml, 659 mmol) was stirred at 110° C. for 20 hours. For the workup, the solvent was removed at reduced pressure and the residue quenched with saturated aqueous solution of sodium hydrogen carbonate. The aqueous phase was extracted with dichloromethane, the resulting organic layers combined and dried over sodium sulfate. After evaporation of the solvent, the residue was purified by flash c... Reaction SMILES: [CH2:79]1[O:80][CH2:81][CH2:82][CH2:83]1.[NH2:1][c:2]1[c:3]2[n:4]([cH:5][cH:6][n:7]1)[c:8]([CH:27]1[CH2:28][CH2:29][CH:30]([CH2:33][OH:34])[CH2:31][CH2:32]1)[n:9][c:10]2-[c:11]1[cH:12][cH:13][c:14]2[cH:15][cH:16][c:17](-[c:21]3[cH:22][cH:23][cH:24][cH:25][cH:26]3)[n:18][c:19]2[cH:20]1.[O:35]=[C:36]1[NH:37][C:38](=[O:39])[c:40]2[cH:41][cH:42][cH:43][cH:44][c:45]21.[O:65]=[C:66]([O:67][CH:68]([CH3:69])[CH3:70])[N:71]=[N:72][C:73]([O:74][CH:75]([CH3:76])[CH3:77])=[O:78].[c:46]1([P:47]([c:48]2[cH:49][cH:50][cH:51][cH:52][cH:53]2)[c:54]2[cH:55][cH:56][cH:57][cH:58][cH:59]2)[cH:60][cH:61][cH:62][cH:63][cH:64]1>>[NH2:1][c:2]1[c:3]2[n:4]([cH:5][cH:6][n:7]1)[c:8]([CH:27]1[CH2:28][CH2:29][CH:30]([CH2:33][N:37]3[C:36](=[O:35])[c:45]4[c:40]([cH:41][cH:42][cH:43][cH:44]4)[C:38]3=[O:39])[CH2:31][CH2:32]1)[n:9][c:10]2-[c:11]1[cH:12][cH:13][c:14]2[cH:15][cH:16][c:17](-[c:21]3[cH:22][cH:23][cH:24][cH:25][cH:26]3)[n:18][c:19]2[cH:20]1. The product is Nc1nccn2c(C3CCC(CN4C(=O)c5ccccc5C4=O)CC3)nc(-c3ccc4ccc(-c5ccccc5)nc4c3)c12. Reactants: C1CCOC1, Nc1nccn2c(C3CCC(CO)CC3)nc(-c3ccc4ccc(-c5ccccc5)nc4c3)c12, O=C1NC(=O)c2ccccc21, CC(C)OC(=O)N=NC(=O)OC(C)C, c1ccc(P(c2ccccc2)c2ccccc2)cc1. The reactants are [H-].[H-].[H-].[H-].[Li+].[Al+3] (LiAlH4), C1(CCCC1)C(C#N)C1=CC(=CC=C1)OC (cyclopentyl-(3-methoxy-phenyl)-acetonitrile). Solvent: C(C)OCC (ethyl ether). Product: C1(CCCC1)C(CN)C1=CC(=CC=C1)OC (2-Cyclopentyl-2-(3-methoxy-phenyl)-ethylamine). The yield is 85.8%. Reaction SMILES: [H-].[H-].[H-].[H-].[Li+].[Al+3].[CH:7]1([CH:12]([C:15]2[CH:20]=[CH:19][CH:18]=[C:17]([O:21][CH3:22])[CH:16]=2)[C:13]#[N:14])[CH2:11][CH2:10][CH2:9][CH2:8]1>C(OCC)C>[CH:7]1([CH:12]([C:15]2[CH:20]=[CH:19][CH:18]=[C:17]([O:21][CH3:22])[CH:16]=2)[CH2:13][NH2:14])[CH2:11][CH2:10][CH2:9][CH2:8]1 |f:0.1.2.3.4.5|. Reported procedure: By working in a way similar to that described in example 29 but using LiAlH4 (1.01 g, 26.57 mmoles) in anhydrous ethyl ether (20 ml) and cyclopentyl-(3-methoxy-phenyl)-acetonitrile (5.72 g, 26.57 mmoles), obtained as described in example 32, 5 g of the title compound were obtained (yield: 85.8%). The reactants are N1(CCOCC1)CCCOC1=CC=C(C=C1)CC(CC#N)=O (4-[4-(3-morpholin-4-yl-propoxy)-phenyl]-3-oxo-butyronitrile), N1(CCOCC1)CCCOC1=CC=C(C=C1)CC(CC#N)=O (4-[4-(3-morpholin-4-yl-propoxy)-phenyl]-3-oxo-butyronitrile), NN (hydrazine), NC1=NNC=C1 (aminopyrazole), ( g ). The solvent is CCO (EtOH). Run at temperature 65 celsius. Yields the product N1(CCOCC1)CCCOC1=CC=C(CC=2C=C(NN2)N)C=C1 (5-[4-(3-morpholin-4-yl-propoxy)-benzyl]-2H-pyrazol-3-ylamine). Reaction SMILES: [N:1]1([CH2:7][CH2:8][CH2:9][O:10][C:11]2[CH:16]=[CH:15][C:14]([CH2:17][C:18](=O)[CH2:19][C:20]#[N:21])=[CH:13][CH:12]=2)[CH2:6][CH2:5][O:4][CH2:3][CH2:2]1.NC1C=C[NH:26][N:25]=1.NN>CCO>[N:1]1([CH2:7][CH2:8][CH2:9][O:10][C:11]2[CH:16]=[CH:15][C:14]([CH2:17][C:18]3[CH:19]=[C:20]([NH2:21])[NH:25][N:26]=3)=[CH:13][CH:12]=2)[CH2:6][CH2:5][O:4][CH2:3][CH2:2]1. Procedure: The 4-[4-(3-morpholin-4-yl-propoxy)-phenyl]-3-oxo-butyronitrile is then converted to the appropriate aminopyrazole by the following method: Under Ar(g), 0.095 gms. of the 4-[4-(3-morpholin-4-yl-propoxy)-phenyl]-3-oxo-butyronitrile is dissolved in 2 mL of anhydrous EtOH and then is treated with 0.100 gms. anhydrous hydrazine. The reaction mixture is then heated overnight at 65° C., subsequently, cooled to room temperature and concentrated in vacuo providing 5-[4-(3-morpholin-4-yl-propoxy)-benzyl]... Starting materials: C1CCOC1, COCCl, [H-], Nc1ccc(O)cc1[N+](=O)[O-], [Na+]. Product: COCOc1ccc(N)c([N+](=O)[O-])c1. Reaction SMILES: [CH2:18]1[O:19][CH2:20][CH2:21][CH2:22]1.[CH3:14][O:15][CH2:16][Cl:17].[H-:1].[NH2:3][c:4]1[c:5]([N+:11](=[O:12])[O-:13])[cH:6][c:7]([OH:10])[cH:8][cH:9]1.[Na+:2]>>[NH2:3][c:4]1[c:5]([N+:11](=[O:12])[O-:13])[cH:6][c:7]([O:10][CH2:16][O:15][CH3:14])[cH:8][cH:9]1. Starting materials: FC1=C(C=C(C=C1)N1C(N(C2=C(C1)C=NC(=C2)N(C)OC)C)=O)[N+](=O)[O-] (3-(4-fluoro-3-nitrophenyl)-7-(methoxy(methyl)amino)-1-methyl-3,4-dihydropyrido[4,3-d]pyrimidin-2(1H)-one). The reagents and catalysts are [Pd] (Pd/C). Run in CO (methanol). Product: NC=1C=C(C=CC1F)N1C(N(C2=C(C1)C=NC(=C2)NC)C)=O (3-(3-amino-4-fluorophenyl)-1-methyl-7-(methylamino)-3,4-dihydropyrido[4,3-d]pyrimidin-2(1H)-one). Yield: 66.4%. As a reaction SMILES: [F:1][C:2]1[CH:7]=[CH:6][C:5]([N:8]2[CH2:13][C:12]3[CH:14]=[N:15][C:16]([N:18](OC)[CH3:19])=[CH:17][C:11]=3[N:10]([CH3:22])[C:9]2=[O:23])=[CH:4][C:3]=1[N+:24]([O-])=O>CO.[Pd]>[NH2:24][C:3]1[CH:4]=[C:5]([N:8]2[CH2:13][C:12]3[CH:14]=[N:15][C:16]([NH:18][CH3:19])=[CH:17][C:11]=3[N:10]([CH3:22])[C:9]2=[O:23])[CH:6]=[CH:7][C:2]=1[F:1]. Procedure: A solution 3-(4-fluoro-3-nitrophenyl)-7-(methoxy(methyl)amino)-1-methyl-3,4-dihydropyrido[4,3-d]pyrimidin-2(1H)-one (2 g, 5.5 mmol) in methanol (30 mL) was stirred with 10% Pd/C (1.0 g, 0.94 mmol) under hydrogen (45 psi) at 45° C. for 24 h. The complete reaction mixture was filtered, and the filtrate was concentrated in vacuo. The residue was washed with ethyl ether and dried in vacuo to provide 3-(3-amino-4-fluorophenyl)-1-methyl-7-(methylamino)-3,4-dihydropyrido[4,3-d]pyrimidin-2(1H)-one (1.1 ...